This data is from the Open Reaction Database (ORD), a public repository of structured organic reaction records. The task is: describe an organic reaction: reactants, conditions, products, and yield The reactants are C(CCC)[Li] (n-butyl lithium), COC1=CC=CC(=N1)C=O (6-methoxypyridine-2-carbaldehyde). Reagents/catalysts: [Br-].C[P+](C1=CC=CC=C1)(C1=CC=CC=C1)C1=CC=CC=C1 (methyl(triphenyl)phosphonium bromide). Run in C1CCOC1 (THF), C1CCOC1 (THF). Run at temperature 0 celsius, time 20 minute. Product: C(=C)C1=NC(=CC=C1)OC (2-ethenyl-6-methoxypyridine). Yield: 16.0%. As a reaction SMILES: [CH2:1]([Li])[CH2:2][CH2:3][CH3:4].[CH3:6][O:7][C:8]1[N:13]=C(C=O)C=[CH:10][CH:9]=1>[Br-].C[P+](C1C=CC=CC=1)(C1C=CC=CC=1)C1C=CC=CC=1.C1COCC1>[CH:3]([C:2]1[CH:1]=[CH:10][CH:9]=[C:8]([O:7][CH3:6])[N:13]=1)=[CH2:4] |f:2.3|. Reported procedure: To a suspension of methyl(triphenyl)phosphonium bromide (7.07 g, 19.8 mmol, 1.1 eq) in dry THF (50 ml) at 0° C. is added n-butyl lithium (1.6M in cyclohexane, 12.5 ml, 19.8 mmol, 1.1 eq). After stirring at 0° C. for 20 minutes, a solution of 6-methoxypyridine-2-carbaldehyde a1-50 (2.5 g, 18 mmol, 1 eq) in dry THF (10 ml) is added dropwise to the mixture. The reaction mixture is warmed to room temperature for 30 minutes. The reaction mixture is quenched with 3 drops of water, and Rochelle salt is... Reactants: CN1CCOCC1, O=C(Cl)CCl, ClCCl, NNC(=O)c1ccc(Cl)nc1. Product: O=C(CCl)NNC(=O)c1ccc(Cl)nc1. As a reaction SMILES: [CH3:17][N:18]1[CH2:19][CH2:20][O:21][CH2:22][CH2:23]1.[Cl:1][CH2:2][C:3](=[O:4])[Cl:5].[Cl:24][CH2:25][Cl:26].[Cl:6][c:7]1[n:8][cH:9][c:10]([C:11](=[O:12])[NH:13][NH2:14])[cH:15][cH:16]1>>[Cl:1][CH2:2][C:3](=[O:4])[NH:14][NH:13][C:11]([c:10]1[cH:9][n:8][c:7]([Cl:6])[cH:16][cH:15]1)=[O:12]. Starting materials: C=Cc1ccc(-n2cncn2)c(-c2nc3cc(-c4cnc(N)nc4)ccc3n2C(C)(C)C)c1, CCO. Yields the product CCc1ccc(-n2cncn2)c(-c2nc3cc(-c4cnc(N)nc4)ccc3n2C(C)(C)C)c1. As a reaction SMILES: [C:1]([CH3:2])([CH3:3])([CH3:4])[n:5]1[c:6](-[c:21]2[c:22](-[n:29]3[n:30][cH:31][n:32][cH:33]3)[cH:23][cH:24][c:25]([CH:27]=[CH2:28])[cH:26]2)[n:7][c:8]2[c:9]1[cH:10][cH:11][c:12](-[c:14]1[cH:15][n:16][c:17]([NH2:20])[n:18][cH:19]1)[cH:13]2.[CH3:34][CH2:35][OH:36]>>[C:1]([CH3:2])([CH3:3])([CH3:4])[n:5]1[c:6](-[c:21]2[c:22](-[n:29]3[n:30][cH:31][n:32][cH:33]3)[cH:23][cH:24][c:25]([CH2:27][CH3:28])[cH:26]2)[n:7][c:8]2[c:9]1[cH:10][cH:11][c:12](-[c:14]1[cH:15][n:16][c:17]([NH2:20])[n:18][cH:19]1)[cH:13]2. The reactants are ClCCl, CS(=O)(=O)c1cccc(C(CC2CCCC2)C(=O)O)c1, O=C(Cl)C(=O)Cl, CC(C)(O)Cn1ccc(N)n1, CN(C)C=O, c1ccccc1. The product is CC(C)(O)Cn1ccc(NC(=O)C(CC2CCCC2)c2cccc(S(C)(=O)=O)c2)n1. As a reaction SMILES: [CH2:49]([Cl:50])[Cl:51].[CH:1]1([CH2:6][CH:7]([C:8](=[O:9])[OH:10])[c:11]2[cH:12][c:13]([S:17](=[O:18])(=[O:19])[CH3:20])[cH:14][cH:15][cH:16]2)[CH2:2][CH2:3][CH2:4][CH2:5]1.[Cl:21][C:22]([C:23]([Cl:24])=[O:25])=[O:26].[NH2:32][c:33]1[n:34][n:35]([CH2:38][C:39]([CH3:40])([OH:41])[CH3:42])[cH:36][cH:37]1.[O:27]=[CH:28][N:29]([CH3:30])[CH3:31].[cH:43]1[cH:44][cH:45][cH:46][cH:47][cH:48]1>>[CH:1]1([CH2:6][CH:7]([C:8](=[O:10])[NH:32][c:33]2[n:34][n:35]([CH2:38][C:39]([CH3:40])([OH:41])[CH3:42])[cH:36][cH:37]2)[c:11]2[cH:12][c:13]([S:17](=[O:18])(=[O:19])[CH3:20])[cH:14][cH:15][cH:16]2)[CH2:2][CH2:3][CH2:4][CH2:5]1. The reactants are C(C)(=O)NC=1C=C(C=CC1)CC(=O)O (2-(3-acetylaminophenyl)acetic acid), NCC1CN(CC1)CC1=CC(=C(C=C1)Cl)Cl (3-aminomethyl-1-(3,4-dichlorobenzyl)pyrrolidine), NC[C@H]1CN(CC1)CC1=C(C(=CC=C1)Cl)Cl (3-(S)-aminomethyl-1-(2,3-dichlorobenzyl)pyrrolidine). Yields the product ClC1=C(CN2C[C@@H](CC2)CNC(CC2=CC(=CC=C2)NC(C)=O)=O)C=CC=C1Cl (N-[1-(2,3-dichlorobenzyl)pyrrolidin-3-(S)-ylmethyl]-2-(3-acetylaminophenyl)-acetamide). As a reaction SMILES: [C:1]([NH:4][C:5]1[CH:6]=[C:7]([CH2:11][C:12]([OH:14])=O)[CH:8]=[CH:9][CH:10]=1)(=[O:3])[CH3:2].NCC1CCN(CC2C=CC(Cl)=C(Cl)C=2)C1.[NH2:31][CH2:32][C@@H:33]1[CH2:37][CH2:36][N:35]([CH2:38][C:39]2[CH:44]=[CH:43][CH:42]=[C:41]([Cl:45])[C:40]=2[Cl:46])[CH2:34]1>>[Cl:46][C:40]1[C:41]([Cl:45])=[CH:42][CH:43]=[CH:44][C:39]=1[CH2:38][N:35]1[CH2:36][CH2:37][C@@H:33]([CH2:32][NH:31][C:12](=[O:14])[CH2:11][C:7]2[CH:8]=[CH:9][CH:10]=[C:5]([NH:4][C:1](=[O:3])[CH3:2])[CH:6]=2)[CH2:34]1. Reported procedure: Proceeding as described above but substituting 4-(2,5-dimethylphenyl)-4-oxobutyric acid with 2-(3-acetylaminophenyl)acetic acid and 3-aminomethyl-1-(3,4-dichlorobenzyl)pyrrolidine with 3-(S)-aminomethyl-1-(2,3-dichlorobenzyl)pyrrolidine gave N-[1-(2,3-dichlorobenzyl)pyrrolidin-3-(S)-ylmethyl]-2-(3-acetylaminophenyl)-acetamide. The reactants are C(C)(C)(C)OC(NCC#CC(C1=CC=C(C=C1)C(F)(F)F)=O)=O ([4-oxo-4-(4-trifluoromethyl-phenyl)but-2-ynyl]-carbamic acid tert-butyl ester), Cl.C(C1=CC=CC=C1)SC(N)=N (2-benzyl-2-thiopseudo-urea hydrochloride), C(=O)([O-])[O-].[K+].[K+] (K2CO3). Run in CC#N (CH3CN). The product is C(C)(C)(C)OC(NCC1=NC(=NC(=C1)C1=CC=C(C=C1)C(F)(F)F)SCC1=CC=CC=C1)=O ([2-Benzylsulfanyl-6-(4-trifluoromethyl-phenyl)-pyrimidin-4-ylmethyl]-carbamic acid tert-butyl ester). Reaction SMILES: [C:1]([O:5][C:6](=[O:23])[NH:7][CH2:8][C:9]#[C:10][C:11](=O)[C:12]1[CH:17]=[CH:16][C:15]([C:18]([F:21])([F:20])[F:19])=[CH:14][CH:13]=1)([CH3:4])([CH3:3])[CH3:2].Cl.[CH2:25]([S:32][C:33](=[NH:35])[NH2:34])[C:26]1[CH:31]=[CH:30][CH:29]=[CH:28][CH:27]=1.C([O-])([O-])=O.[K+].[K+]>CC#N>[C:1]([O:5][C:6](=[O:23])[NH:7][CH2:8][C:9]1[CH:10]=[C:11]([C:12]2[CH:17]=[CH:16][C:15]([C:18]([F:21])([F:20])[F:19])=[CH:14][CH:13]=2)[N:35]=[C:33]([S:32][CH2:25][C:26]2[CH:31]=[CH:30][CH:29]=[CH:28][CH:27]=2)[N:34]=1)([CH3:4])([CH3:3])[CH3:2] |f:1.2,3.4.5|. Procedure: To a solution of [4-oxo-4-(4-trifluoromethyl-phenyl)but-2-ynyl]-carbamic acid tert-butyl ester (3.0 g, 9.17 mmol) and 2-benzyl-2-thiopseudo-urea hydrochloride (2.1 g, 10.1 mmol) in freshly distilled CH3CN (100 mL) was added K2CO3 (1.9 g, 13.8 mmol) at rt. After 12 h the resulting mixture was partitioned between H2O (75 mL) and DCM (50 mL). The layers were separated and the aqueous layer was extracted with DCM (2×50 mL). The combined organic layers were dried over Na2SO4, filtered and concentrate... Starting materials: COc1ncccc1B(O)O, CN(C)C=O, O=C(OCc1ccccc1)N1CC=C(OS(=O)(=O)C(F)(F)F)CC1, [Na+], [Na+], O=C([O-])[O-], O. Yields the product COc1ncccc1C1=CCN(C(=O)OCc2ccccc2)CC1. RXN SMILES: [CH3:31][O:32][c:33]1[n:34][cH:35][cH:36][cH:37][c:38]1[B:39]([OH:40])[OH:41].[CH3:43][N:44]([CH3:45])[CH:46]=[O:47].[F:7][C:8]([F:9])([F:10])[S:11]([O:12][C:13]1=[CH:18][CH2:17][N:16]([C:19](=[O:20])[O:21][CH2:22][c:23]2[cH:24][cH:25][cH:26][cH:27][cH:28]2)[CH2:15][CH2:14]1)(=[O:29])=[O:30].[Na+:1].[Na+:2].[O-:3][C:4](=[O:5])[O-:6].[OH2:42]>>[C:13]1([c:38]2[c:33]([O:32][CH3:31])[n:34][cH:35][cH:36][cH:37]2)=[CH:18][CH2:17][N:16]([C:19](=[O:20])[O:21][CH2:22][c:23]2[cH:24][cH:25][cH:26][cH:27][cH:28]2)[CH2:15][CH2:14]1.